Dataset: the Open Reaction Database (ORD), a public repository of structured organic reaction records. Task: describe an organic reaction: reactants, conditions, products, and yield Isolated yield 96.7%. Solvent: C(Cl)Cl (methylene chloride). Product: C1(CCCC1)CCC(=O)C1C(OC(OC1=O)(C)C)=O (5-(3-cyclopentylpropionyl)-2,2-dimethyl-1,3-dioxane-4,6-dione). Reported procedure: 3-Cyclopentylpropionyl chloride (0.64 ml, 4.16 mmol) was added to a solution of 2,2-dimethyl-1,3-dioxane-4,6-dione (500 mg, 3.47 mmol) in anhydrous methylene chloride (10 ml). After cooling to 0° C., pyridine (0.56 ml, 6.94 mmol) was added in portions. After stirring for 1 hour at 0° C. and 2 hours at ambient temperature the mixture was poured onto water (20 ml) containing concentrated hydrochloric acid (0.5 ml). The organic layer was separated, washed with water, brine, dried (MgSO4) and the vo... Reaction SMILES: [CH:1]1([CH2:6][CH2:7][C:8](Cl)=[O:9])[CH2:5][CH2:4][CH2:3][CH2:2]1.[CH3:11][C:12]1([CH3:20])[O:17][C:16](=[O:18])[CH2:15][C:14](=[O:19])[O:13]1.N1C=CC=CC=1.Cl>C(Cl)Cl>[CH:1]1([CH2:6][CH2:7][C:8]([CH:15]2[C:16](=[O:18])[O:17][C:12]([CH3:20])([CH3:11])[O:13][C:14]2=[O:19])=[O:9])[CH2:5][CH2:4][CH2:3][CH2:2]1. The reactants are Cl (hydrochloric acid), C1(CCCC1)CCC(=O)Cl (3-Cyclopentylpropionyl chloride), CC1(OC(CC(O1)=O)=O)C (2,2-dimethyl-1,3-dioxane-4,6-dione), N1=CC=CC=C1 (pyridine). Reaction conditions: temperature 0 celsius, time 2 hour.